Dataset: the Open Reaction Database (ORD), a public repository of structured organic reaction records. Task: describe an organic reaction: reactants, conditions, products, and yield Reactants: C(=O)([O-])[O-].[K+].[K+] (K2CO3), C[C@H]1CN(C[C@H](N1)C)S(=O)(=O)C1=CC2=CC=CC=C2C=C1 ((3S,5R)-3,5-dimethyl-1-(naphthalen-2-yl-sulfonyl)piperazine), O(C1=CC=CC=C1)CC(=O)Cl (phenoxy acetyl chloride). Run in C(C)#N (acetonitrile). Run at temperature 0 celsius, time 10 minute. The product is C[C@@H]1N([C@@H](CN(C1)S(=O)(=O)C1=CC2=CC=CC=C2C=C1)C)C(COC1=CC=CC=C1)=O (1-((2S,6R)-2,6-dimethyl-4-(napthalen-2-ylsulfonyl)piperazin-1-yl)-2-phenoxy ethanone). As a reaction SMILES: [CH3:1][C@@H:2]1[NH:7][C@H:6]([CH3:8])[CH2:5][N:4]([S:9]([C:12]2[CH:21]=[CH:20][C:19]3[C:14](=[CH:15][CH:16]=[CH:17][CH:18]=3)[CH:13]=2)(=[O:11])=[O:10])[CH2:3]1.C([O-])([O-])=O.[K+].[K+].[O:28]([CH2:35][C:36](Cl)=[O:37])[C:29]1[CH:34]=[CH:33][CH:32]=[CH:31][CH:30]=1>C(#N)C>[CH3:8][C@H:6]1[CH2:5][N:4]([S:9]([C:12]2[CH:21]=[CH:20][C:19]3[C:14](=[CH:15][CH:16]=[CH:17][CH:18]=3)[CH:13]=2)(=[O:11])=[O:10])[CH2:3][C@@H:2]([CH3:1])[N:7]1[C:36](=[O:37])[CH2:35][O:28][C:29]1[CH:34]=[CH:33][CH:32]=[CH:31][CH:30]=1 |f:1.2.3|. Procedure details: In a two neck round bottom flask (3S,5R)-3,5-dimethyl-1-(naphthalen-2-yl-sulfonyl)piperazine (100 mg, 0.33 moles) was dissolved in 25 mL of acetonitrile. K2CO3 (71 mg, 0.53 moles) was added to the reaction flask at room temperature under nitrogen atmosphere and allowed the reaction mixture to stir for about 10 min. The flask was then cooled to 0° C. and phenoxy acetyl chloride (83 μl, 0.49 moles) was added to the reaction flask drop wise at the same temperature. After addition, the reaction mixt... The reactants are CC=1C=CC(=NC1)C=1C=C(C(=O)OC)C=C(C1)N1C(COCC1)=O (methyl 3-(5-methylpyridin-2-yl)-5-(3-oxomorpholino)benzoate), [OH-].[Li+] (lithium hydroxide). Solvent: CO (methanol). Reaction conditions: time 1 hour. Product: CC=1C=CC(=NC1)C=1C=C(C(=O)O)C=C(C1)N1C(COCC1)=O (3-(5-Methylpyridin-2-yl)-5-(3-oxomorpholino)benzoic acid), LiCI. As a reaction SMILES: [CH3:1][C:2]1[CH:3]=[CH:4][C:5]([C:8]2[CH:9]=[C:10]([CH:15]=[C:16]([N:18]3[CH2:23][CH2:22][O:21][CH2:20][C:19]3=[O:24])[CH:17]=2)[C:11]([O:13]C)=[O:12])=[N:6][CH:7]=1.[OH-].[Li+]>CO>[CH3:1][C:2]1[CH:3]=[CH:4][C:5]([C:8]2[CH:9]=[C:10]([CH:15]=[C:16]([N:18]3[CH2:23][CH2:22][O:21][CH2:20][C:19]3=[O:24])[CH:17]=2)[C:11]([OH:13])=[O:12])=[N:6][CH:7]=1 |f:1.2|. Procedure: A round bottom flask was charged with methyl 3-(5-methylpyridin-2-yl)-5-(3-oxomorpholino)benzoate (50 mg, 0.15 mmol), methanol (1.2 mL) and lithium hydroxide (11 mg, 0.46 mmol) and the reaction mixture was stirred at room temperature for 1 h. The reaction mixture was acidified to pH=5 and concentrated under reduced pressure to get the title compound-LiCI mixture as a white solid. Reactants: [Li]CCCC (n-BuLi), CCCCCC (hexane), [Li]CCCC (n-BuLi), CCCCCC (hexane), CC1(NC(CCC1)(C)C)C (2,2,6,6-tetramethyl piperidine), ClC1=C(C=CC=C1)OC (2-chloroanisole), C[Si](N1C(CCCCC1)=O)(C)C (1-trimethylsilanyl-azepan-2-one). Run in C1CCOC1 (THF), C1CCOC1 (THF). Reaction conditions: time 10 minute. Product: COC=1C=C(C=CC1)C1C(NCCCC1)=O (3-(3-methoxy-phenyl)-azepan-2-one). Reaction SMILES: [Li]CCCC.CCCCCC.CC1(C)CCCC(C)(C)N1.C[Si](C)(C)[N:24]1[CH2:30][CH2:29][CH2:28][CH2:27][CH2:26][C:25]1=[O:31].Cl[C:35]1[CH:40]=[CH:39][CH:38]=[CH:37][C:36]=1[O:41][CH3:42]>C1COCC1>[CH3:42][O:41][C:36]1[CH:35]=[C:40]([CH:26]2[CH2:27][CH2:28][CH2:29][CH2:30][NH:24][C:25]2=[O:31])[CH:39]=[CH:38][CH:37]=1. Procedure: To 1.6 M n-BuLi in hexane (31.3 mL, 50 mmol) at 0° C. was added a solution of 2,2,6,6-tetramethyl piperidine (8.43 mL, 50 mmol) in anhydrous THF (100 mL) over 5 min. 1-Trimethylsilanyl-azepan-2-one (as described in Step F above) (9.26 g, 50 mmol) in anhydrous THF (20 mL) was added. After stirring the reaction mixture for 10 min a further portion of 1.6M n-BuLi in hexane (31.3 mL, 50 mmol) was added, the mixture stirred for 10 min, and 2-chloroanisole (6.34 mL, 50 mmol) was added. After stirring ... The reactants are CC=Cc1cc(C(O)(C(F)(F)F)C(F)(F)F)ccc1N1CCN(CCOCc2ccccc2)CC1, CCN(C(C)C)C(C)C, COCCl, ClCCl, O. Yields the product CC=Cc1cc(C(OCOC)(C(F)(F)F)C(F)(F)F)ccc1N1CCN(CCOCc2ccccc2)CC1. As a reaction SMILES: [CH2:1]([c:2]1[cH:3][cH:4][cH:5][cH:6][cH:7]1)[O:8][CH2:9][CH2:10][N:11]1[CH2:12][CH2:13][N:14]([c:17]2[c:18]([CH:33]=[CH:34][CH3:35])[cH:19][c:20]([C:23]([C:24]([F:25])([F:26])[F:27])([C:28]([F:29])([F:30])[F:31])[OH:32])[cH:21][cH:22]2)[CH2:15][CH2:16]1.[CH:36]([N:37]([CH:38]([CH3:39])[CH3:40])[CH2:41][CH3:42])([CH3:43])[CH3:44].[Cl:45][CH2:46][O:47][CH3:48].[Cl:50][CH2:51][Cl:52].[OH2:49]>>[CH2:1]([c:2]1[cH:3][cH:4][cH:5][cH:6][cH:7]1)[O:8][CH2:9][CH2:10][N:11]1[CH2:12][CH2:13][N:14]([c:17]2[c:18]([CH:33]=[CH:34][CH3:35])[cH:19][c:20]([C:23]([C:24]([F:25])([F:26])[F:27])([C:28]([F:29])([F:30])[F:31])[O:32][CH2:46][O:47][CH3:48])[cH:21][cH:22]2)[CH2:15][CH2:16]1. Starting materials: Clc1cc(Br)ccc1CBr, CS(C)=O, N#C[K], O. Yields the product N#CCc1ccc(Br)cc1Cl. Reaction SMILES: [Br:4][c:5]1[cH:6][c:7]([Cl:13])[c:8]([CH2:9][Br:10])[cH:11][cH:12]1.[CH3:15][S:16]([CH3:17])=[O:18].[K:1][C:2]#[N:3].[OH2:14]>>[C:2](#[N:3])[CH2:9][c:8]1[c:7]([Cl:13])[cH:6][c:5]([Br:4])[cH:12][cH:11]1. Reactants: COC(CCCCCBr)=O (6-bromohexanoic acid methyl ester), [O-]C#N.[K+] (potassium cyanate), CO (methanol). Solvent: CN(C)C=O (DMF). The product is COC(CCCCCNC(=O)OC)=O (6-methoxycarbonylaminohexanoic acid methyl ester). The yield is 77.0%. Reaction SMILES: [CH3:1][O:2][C:3](=[O:10])[CH2:4][CH2:5][CH2:6][CH2:7][CH2:8]Br.[O-:11][C:12]#[N:13].[K+].[CH3:15][OH:16]>CN(C=O)C>[CH3:1][O:2][C:3](=[O:10])[CH2:4][CH2:5][CH2:6][CH2:7][CH2:8][NH:13][C:12]([O:16][CH3:15])=[O:11] |f:1.2|. Procedure: The reaction of 10.45 grams of 6-bromohexanoic acid methyl ester with 6.08 grams of potassium cyanate and 2.7 grams of methanol in 50 ml DMF following the procedure of Example 1 gave 7.82 grams (76.9%) of 6-methoxycarbonylaminohexanoic acid methyl ester having a boiling point of 104° C./0.0013 mbar. Reported procedure: In analogy to Example 1, step 3, 8-[2-(4-bromo-2-chloro-phenyl)-propionyl]-4-methyl-4H-benzo[1,4]oxazin-3-one was reacted with (trifluoromethyl)trimethylsilane and tetramethylammonium fluoride to give the title compound as a colorless foam. MS (m/e, ISP neg. ion)=476 [M−H+]. Starting materials: BrC1=CC(=C(C=C1)C(C(=O)C1=CC=CC=2N(C(COC21)=O)C)C)Cl (8-[2-(4-bromo-2-chloro-phenyl)-propionyl]-4-methyl-4H-benzo[1,4]oxazin-3-one), FC(F)(F)[Si](C)(C)C ((trifluoromethyl)trimethylsilane), [F-].C[N+](C)(C)C (tetramethylammonium fluoride). RXN SMILES: [Br:1][C:2]1[CH:7]=[CH:6][C:5]([CH:8]([CH3:23])[C:9]([C:11]2[C:20]3[O:19][CH2:18][C:17](=[O:21])[N:16]([CH3:22])[C:15]=3[CH:14]=[CH:13][CH:12]=2)=[O:10])=[C:4]([Cl:24])[CH:3]=1.[F:25][C:26]([Si](C)(C)C)([F:28])[F:27].[F-].C[N+](C)(C)C>>[Br:1][C:2]1[CH:7]=[CH:6][C:5]([CH:8]([CH3:23])[C:9]([C:11]2[C:20]3[O:19][CH2:18][C:17](=[O:21])[N:16]([CH3:22])[C:15]=3[CH:14]=[CH:13][CH:12]=2)([OH:10])[C:26]([F:28])([F:27])[F:25])=[C:4]([Cl:24])[CH:3]=1 |f:2.3|. Product: BrC1=CC(=C(C=C1)C(C(C(F)(F)F)(O)C1=CC=CC=2N(C(COC21)=O)C)C)Cl (8-[2-(4-Bromo-2-chloro-phenyl)-1-hydroxy-1-trifluoromethyl-propyl]-4-methyl-4H-benzo[1,4]oxazin-3-one). Reactants: CCOC(=O)C(C)(C)Oc1ccc(O)cc1C, CCCCP(CCCC)CCCC, C1CCOC1, OCc1ccc(-c2ccc(C(F)(F)F)cc2)nn1. Product: CCOC(=O)C(C)(C)Oc1ccc(OCc2ccc(-c3ccc(C(F)(F)F)cc3)nn2)cc1C. As a reaction SMILES: [CH2:19]([CH3:20])[O:21][C:22]([C:23]([CH3:24])([CH3:25])[O:26][c:27]1[c:28]([CH3:34])[cH:29][c:30]([OH:33])[cH:31][cH:32]1)=[O:35].[CH2:36]([P:37]([CH2:38][CH2:39][CH2:40][CH3:41])[CH2:42][CH2:43][CH2:44][CH3:45])[CH2:46][CH2:47][CH3:48].[CH2:49]1[O:50][CH2:51][CH2:52][CH2:53]1.[F:1][C:2]([c:3]1[cH:4][cH:5][c:6](-[c:9]2[cH:10][cH:11][c:12]([CH2:15][OH:16])[n:13][n:14]2)[cH:7][cH:8]1)([F:17])[F:18]>>[F:1][C:2]([c:3]1[cH:4][cH:5][c:6](-[c:9]2[cH:10][cH:11][c:12]([CH2:15][O:16][c:30]3[cH:29][c:28]([CH3:34])[c:27]([O:26][C:23]([C:22]([O:21][CH2:19][CH3:20])=[O:35])([CH3:24])[CH3:25])[cH:32][cH:31]3)[n:13][n:14]2)[cH:7][cH:8]1)([F:17])[F:18]. The reactants are COC(=O)Cc1ccc(OCC#Cc2cccc(C#CCOc3ccc(CC(=O)OC)cc3)c2)cc1, CCO, [Na+], [OH-]. Yields the product COC(=O)Cc1ccc(OCC#Cc2cccc(C#CCOc3ccc(CC(=O)O)cc3)c2)cc1. As a reaction SMILES: [CH3:1][O:2][C:3]([CH2:4][c:5]1[cH:6][cH:7][c:8]([O:11][CH2:12][C:13]#[C:14][c:15]2[cH:16][c:17]([C:21]#[C:22][CH2:23][O:24][c:25]3[cH:26][cH:27][c:28]([CH2:31][C:32](=[O:33])[O:34][CH3:35])[cH:29][cH:30]3)[cH:18][cH:19][cH:20]2)[cH:9][cH:10]1)=[O:36].[CH3:39][CH2:40][OH:41].[Na+:38].[OH-:37]>>[CH3:1][O:2][C:3]([CH2:4][c:5]1[cH:6][cH:7][c:8]([O:11][CH2:12][C:13]#[C:14][c:15]2[cH:16][c:17]([C:21]#[C:22][CH2:23][O:24][c:25]3[cH:26][cH:27][c:28]([CH2:31][C:32](=[O:33])[OH:34])[cH:29][cH:30]3)[cH:18][cH:19][cH:20]2)[cH:9][cH:10]1)=[O:36].